From a dataset of the Open Reaction Database (ORD), a public repository of structured organic reaction records. describe an organic reaction: reactants, conditions, products, and yield Reactants: Cc1ccc(CCOc2ccc([N+](=O)[O-])cn2)cc1, CCO, [H][H], [Pd]. Yields the product Cc1ccc(CCOc2ccc(N)cn2)cc1. RXN SMILES: [CH3:1][c:2]1[cH:3][cH:4][c:5]([CH2:6][CH2:7][O:8][c:9]2[n:10][cH:11][c:12]([N+:15]([O-:16])=[O:17])[cH:13][cH:14]2)[cH:18][cH:19]1.[CH3:22][CH2:23][OH:24].[H:20][H:21].[Pd:25]>>[CH3:1][c:2]1[cH:3][cH:4][c:5]([CH2:6][CH2:7][O:8][c:9]2[n:10][cH:11][c:12]([NH2:15])[cH:13][cH:14]2)[cH:18][cH:19]1.